From a dataset of the Open Reaction Database (ORD), a public repository of structured organic reaction records. describe an organic reaction: reactants, conditions, products, and yield The reactants are C (carbon black), N(=O)[O-].[Na+] (NaNO2), C1=C(NC(=C1Br)Br)C(=O)O (DBPA), S(=O)(C1=CC=C(C=C1)N)(=O)O (sulfanilic acid). The solvent is O (water), O (water). Reaction conditions: time 1 minute. Yields the product [OH-].S(=O)(=O)(O)C1=CC=C(C=C1)[N+]#N (4-Sulfobenzenediazonium hydroxide). As a reaction SMILES: C.C1C(Br)=C(Br)[NH:4]C=1C(O)=[O:10].[S:12]([OH:22])(=[O:21])([C:14]1[CH:19]=[CH:18][C:17]([NH2:20])=[CH:16][CH:15]=1)=[O:13].N([O-])=O.[Na+]>O>[OH-:10].[S:12]([C:14]1[CH:15]=[CH:16][C:17]([N+:20]#[N:4])=[CH:18][CH:19]=1)([OH:22])(=[O:21])=[O:13] |f:3.4,6.7|. Reported procedure: An eight inch pelletizer was charged with 300 g of a carbon black with a CTAB surface are of 350 m2 /g and a DBPA of 120 mL/100 g and 66.1 g of sulfanilic acid. The pelletizer was run at 100 rpm for one minute. A solution at 65° C. of deionized water (228.5 g) and NaNO2 (26.9 g) was added and the pelletizer was run for one minute at 600 rpm. An additional five grams of water was added, and the pelletizer was run for a further minute at 600 rpm. 4-Sulfobenzenediazonium hydroxide inner salt was fo... The reactants are O=C1C2(CC2)C(CN1[C@H](C)C1=CC=CC=C1)=O (4,7-dioxo-5-[1-(R)-phenylethyl]-5-azaspiro[2.4]heptane), [H-].[Al+3].[Li+].[H-].[H-].[H-] (lithium aluminum hydride), O (water), [OH-].[Na+] (sodium hydroxide), O (water). Solvent: O1CCCC1 (tetrahydrofuran). Run at time 30 minute. The product is OC1CN(CC12CC2)[C@H](C)C2=CC=CC=C2 (7-hydroxy-5-[1-(R)-phenylethyl]-5-azaspiro[2.4]heptane). Isolated yield 98.5%. As a reaction SMILES: O=[C:2]1[N:8]([C@@H:9]([C:11]2[CH:16]=[CH:15][CH:14]=[CH:13][CH:12]=2)[CH3:10])[CH2:7][C:6](=[O:17])[C:3]21[CH2:5][CH2:4]2.[H-].[Al+3].[Li+].[H-].[H-].[H-].O.[OH-].[Na+]>O1CCCC1>[OH:17][CH:6]1[C:3]2([CH2:5][CH2:4]2)[CH2:2][N:8]([C@@H:9]([C:11]2[CH:16]=[CH:15][CH:14]=[CH:13][CH:12]=2)[CH3:10])[CH2:7]1 |f:1.2.3.4.5.6,8.9|. Reported procedure: A suspension of 1.5 g of compound 12 and 500 mg of lithium aluminum hydride in 30 ml of tetrahydrofuran was refluxed for 16 hours. 0.5 ml of water, 0.5 ml of 15% aqueous sodium hydroxide and 1.5 ml of water were added to the mixture in the mentioned order, and the mixture was stirred at room temperature for 30 minutes. The insoluble material was removed by filtration and the filtrate was concentrated to dryness to yield 1.4 g of 7-hydroxy-5-[1-(R)-phenylethyl]-5-azaspiro[2.4]heptane as a pale ye... Starting materials: C(#N)C=1C=C(OCCNC(=O)C2=CC=C(C(=O)OC)C=C2)C=CC1 (methyl 4-[N-[2-(3-cyanophenoxy)ethyl)carbamoyl]benzoate), N (ammonia). Product: C(#N)C=1C=C(OCCNC(C2=CC=C(C=C2)C(N)=O)=O)C=CC1 (N-[2-(3-cyanophenoxy)ethyl]-4-carbamoylbenzamide). Reaction SMILES: [C:1]([C:3]1[CH:4]=[C:5]([CH:22]=[CH:23][CH:24]=1)[O:6][CH2:7][CH2:8][NH:9][C:10]([C:12]1[CH:21]=[CH:20][C:15]([C:16](OC)=[O:17])=[CH:14][CH:13]=1)=[O:11])#[N:2].[NH3:25]>>[C:1]([C:3]1[CH:4]=[C:5]([CH:22]=[CH:23][CH:24]=1)[O:6][CH2:7][CH2:8][NH:9][C:10](=[O:11])[C:12]1[CH:21]=[CH:20][C:15]([C:16](=[O:17])[NH2:25])=[CH:14][CH:13]=1)#[N:2]. Procedure: 100 mg (0.31 mmol) of methyl 4-[N-[2-(3-cyanophenoxy)ethyl)carbamoyl]benzoate was stirred in 100 ml of 28% aqueous ammonia overnight. The reaction liquid was evaporated under reduced pressure, and 1 N hydrochloric acid was added to the residue. After the extraction with ethyl acetate, the organic layer was washed with saturated aqueous NaCl solution and then dried over anhydrous magnesium sulfate. The solvent was evaporated to obtain the title compound. Starting materials: CC1=CC(=NC(=C1)CCCC1=CC=CC=C1)N1C(=CC=C1C)C (4-methyl-2-(2,5-dimethylpyrrol-1-yl)-6-(3-phenylpropyl)pyridine), Cl.NO (hydroxylamine hydrochloride), [OH-].[K+] (potassium hydroxide). Solvent: C(C)O.O (ethanol water). The product is NC1=NC(=CC(=C1)C)CCCC1=CC=CC=C1 (2-amino-4-methyl-6-(3-phenylpropyl)pyridine). As a reaction SMILES: [CH3:1][C:2]1[CH:7]=[C:6]([CH2:8][CH2:9][CH2:10][C:11]2[CH:16]=[CH:15][CH:14]=[CH:13][CH:12]=2)[N:5]=[C:4]([N:17]2C(C)=CC=C2C)[CH:3]=1.Cl.NO.[OH-].[K+]>C(O)C.O>[NH2:17][C:4]1[CH:3]=[C:2]([CH3:1])[CH:7]=[C:6]([CH2:8][CH2:9][CH2:10][C:11]2[CH:16]=[CH:15][CH:14]=[CH:13][CH:12]=2)[N:5]=1 |f:1.2,3.4,5.6|. Procedure details: By analogy to Example 56, Step B, 4-methyl-2-(2,5-dimethylpyrrol-1-yl)-6-(3-phenylpropyl)pyridine was treated with 4.6 equivalents of hydroxylamine hydrochloride and 2.8 equivalents of potassium hydroxide in refluxing ethanol/water to yield 2-amino-4-methyl-6-(3-phenylpropyl)pyridine as a yellow oil which spontaneously crystallized. Reactants: ClCCl, CCCC(C)COc1ccc(C(CN=[N+]=[N-])NC(=O)OC(C)(C)C)cc1, O=C(O)C(F)(F)F. Yields the product CCCC(C)COc1ccc(C(N)CN=[N+]=[N-])cc1. Reaction SMILES: [Cl:34][CH2:35][Cl:36].[N:1](=[N+:2]=[N-:3])[CH2:4][CH:5]([c:6]1[cH:7][cH:8][c:9]([O:12][CH2:13][CH:14]([CH2:15][CH2:16][CH3:17])[CH3:18])[cH:10][cH:11]1)[NH:19][C:20](=[O:21])[O:22][C:23]([CH3:24])([CH3:25])[CH3:26].[OH:27][C:28]([C:29]([F:30])([F:31])[F:32])=[O:33]>>[N:1](=[N+:2]=[N-:3])[CH2:4][CH:5]([c:6]1[cH:7][cH:8][c:9]([O:12][CH2:13][CH:14]([CH2:15][CH2:16][CH3:17])[CH3:18])[cH:10][cH:11]1)[NH2:19]. The reactants are ClC1=CC=C(C=C1)C1(OCC(CO1)(C)C)CSCC(=O)OCC (Ethyl ({[2-(4-chlorophenyl)-5,5-dimethyl-1,3-dioxan-2-yl]methyl}thio)acetate), [Li+].[OH-] (LiOH). Solvent: C1CCOC1 (THF), O (water). Run at temperature 0 celsius, time 18 hour. Yields the product ClC1=CC=C(C=C1)C1(OCC(CO1)(C)C)CSCC(=O)O (({[2-(4-Chlorophenyl)-5,5-dimethyl-1,3-dioxan-2-yl]methyl}thio)acetic acid). The yield is 96.2%. As a reaction SMILES: [Cl:1][C:2]1[CH:7]=[CH:6][C:5]([C:8]2([CH2:16][S:17][CH2:18][C:19]([O:21]CC)=[O:20])[O:13][CH2:12][C:11]([CH3:15])([CH3:14])[CH2:10][O:9]2)=[CH:4][CH:3]=1.[Li+].[OH-]>C1COCC1.O>[Cl:1][C:2]1[CH:7]=[CH:6][C:5]([C:8]2([CH2:16][S:17][CH2:18][C:19]([OH:21])=[O:20])[O:9][CH2:10][C:11]([CH3:15])([CH3:14])[CH2:12][O:13]2)=[CH:4][CH:3]=1 |f:1.2|. Reported procedure: Ethyl ({[2-(4-chlorophenyl)-5,5-dimethyl-1,3-dioxan-2-yl]methyl}thio)acetate (3.36 g, 9.36 mmol) was dissolved in THF (45 ml) and cooled to 0° C. LiOH (0.79 g, 18.8 mmol) in water (12 ml) was added and the mixture was stirred for 18 h at room temperature. The solvents were evaporated. The crude product was extracted between water and diethyl ether. The aqueous layer was acidified using 2M HCl to pH 6 and extracted twice with CH2Cl2. The combined CH2Cl2 layers were dried (Na2SO4) and concentrated... The reactants are C(C)(=O)Cl (acetyl chloride), Cl.O=S1(NC2N(C3=C1C=C(C=C3)OC3=CC=C(C=C3)CN)CCC2)=O (1-{4-[(5,5-Dioxido-2,3,3a,4-tetrahydro-1H-pyrrolo[2,1-c][1,2,4]-benzothiadiazin-7-yl)oxy]phenyl}methanamine hydrochloride). The product is O=S1(NC2N(C3=C1C=C(C=C3)OC3=CC=C(CNC(C)=O)C=C3)CCC2)=O (N-{4-[(5,5-Dioxido-2,3,3a,4-tetrahydro-1H-pyrrolo[2,1-c][1,2,4]-benzothiadiazin-7-yl)oxy]benzyl}acetamide). Reaction SMILES: [C:1](Cl)(=[O:3])[CH3:2].Cl.[O:6]=[S:7]1(=[O:29])[C:12]2[CH:13]=[C:14]([O:17][C:18]3[CH:23]=[CH:22][C:21]([CH2:24][NH2:25])=[CH:20][CH:19]=3)[CH:15]=[CH:16][C:11]=2[N:10]2[CH2:26][CH2:27][CH2:28][CH:9]2[NH:8]1>>[O:29]=[S:7]1(=[O:6])[C:12]2[CH:13]=[C:14]([O:17][C:18]3[CH:23]=[CH:22][C:21]([CH2:24][NH:25][C:1](=[O:3])[CH3:2])=[CH:20][CH:19]=3)[CH:15]=[CH:16][C:11]=2[N:10]2[CH2:26][CH2:27][CH2:28][CH:9]2[NH:8]1 |f:1.2|. Reported procedure: The procedure is as in Example 2, replacing the methanesulphonic anhydride by acetyl chloride and using as starting material the amine obtained in Example 20. Reactants: CN(CCN1N=CC2=CC(=CC=C12)[N+](=O)[O-])C (dimethyl-[2-(5-nitro-indazol-1-yl)-ethyl]-amine), [Cl-].[NH4+] (ammonium chloride). Reagents/catalysts: [Fe] (iron). Solvent: C(C)O.O (ethanol H2O). Reaction conditions: time 15 minute. Yields the product CN(CCN1N=CC2=CC(=CC=C12)N)C (1-(2-dimethylamino-ethyl)-1H-indazol-5-ylamine). The yield is 91.1%. As a reaction SMILES: [CH3:1][N:2]([CH3:17])[CH2:3][CH2:4][N:5]1[C:13]2[C:8](=[CH:9][C:10]([N+:14]([O-])=O)=[CH:11][CH:12]=2)[CH:7]=[N:6]1.[Cl-].[NH4+]>[Fe].C(O)C.O>[CH3:1][N:2]([CH3:17])[CH2:3][CH2:4][N:5]1[C:13]2[C:8](=[CH:9][C:10]([NH2:14])=[CH:11][CH:12]=2)[CH:7]=[N:6]1 |f:1.2,4.5|. Procedure details: A mixture of dimethyl-[2-(5-nitro-indazol-1-yl)-ethyl]-amine (1 g, 4.3 mmol), iron powder (1.9 g, 34 mmol), and ammonium chloride (120 mg, 2.2 mmol) in a 4:1 ethanol/H2O solution (20 mL) was heated to reflux for 3 hours, cooled to room temperature and concentrated under reduced pressure. The residue was stirred in triethylamine/ethyl acetate (1/4, 10 mL) for 15 minutes and then filtered through a plug of silica gel which was rinsed with triethylamine/ethyl acetate (1/4). The filtrate was concent... The reactants are I/C=C/OC1=CC=C(C=C1)C1=CC=CC=C1 ((E)-4-((2-Iodovinyl)oxy)-1,1′-biphenyl), N1C=CC=C1 (pyrrole), C(=O)([O-])[O-].[Cs+].[Cs+] (Cs2CO3). The reagents and catalysts are [Cu]I (CuI). Product: C1(=CC=C(C=C1)O/C=C/N1C=CC=C1)C1=CC=CC=C1 ((E)-1-[2-(Biphenyl-4-yloxyl)vinyl]-1H pyrrole). Isolated yield 86.4%. RXN SMILES: I/[CH:2]=[CH:3]/[O:4][C:5]1[CH:10]=[CH:9][C:8]([C:11]2[CH:16]=[CH:15][CH:14]=[CH:13][CH:12]=2)=[CH:7][CH:6]=1.[NH:17]1[CH:21]=[CH:20][CH:19]=[CH:18]1.C([O-])([O-])=O.[Cs+].[Cs+]>[Cu]I>[C:8]1([C:11]2[CH:16]=[CH:15][CH:14]=[CH:13][CH:12]=2)[CH:9]=[CH:10][C:5]([O:4]/[CH:3]=[CH:2]/[N:17]2[CH:21]=[CH:20][CH:19]=[CH:18]2)=[CH:6][CH:7]=1 |f:2.3.4|. Procedure: The compound 10 was prepared following the procedure described for 5 with 4 (0.2 g, 0.62 mmol, 1 eq), pyrrole (0.062 g, 0.93 mmol, 1.5 eq), Cs2CO3 (0.40 g, 1.2 mmol, 2.5 eq), CuI (0.059 g, 0.31 mmol, 0.5 eq) and L2 (0.060 g, 0.31 mmol, 0.5 eq) at 70° C. for 12 h to give crude product which were purified by silica gel column chromatography using ethyl acetate-hexane (9:95) to afford compound 10 as white crystals (0.14 g, 85%): mp 102-105° C. Olefinic protons coupling on the named compound gave an... The reactants are P(OC1=CC=CC=C1)(OC1=CC=CC=C1)OC1=CC=CC=C1 (triphenyl phosphite), C(CC)=O (propionaldehyde), CS(=O)(=O)N (methanesulfonamide). Solvent: ClC1=CC=CC=C1 (chlorobenzene). Reaction conditions: time 2 hour. The product is CS(=O)(=O)NC(CC)P(OC1=CC=CC=C1)(OC1=CC=CC=C1)=O (Diphenyl 1-(methanesulfonylamino)propylphosphonate). Isolated yield 48.0%. As a reaction SMILES: [P:1]([O:16][C:17]1[CH:22]=[CH:21][CH:20]=[CH:19][CH:18]=1)([O:9][C:10]1[CH:15]=[CH:14][CH:13]=[CH:12][CH:11]=1)[O:2]C1C=CC=CC=1.[CH:23](=O)[CH2:24][CH3:25].[CH3:27][S:28]([NH2:31])(=[O:30])=[O:29]>ClC1C=CC=CC=1>[CH3:27][S:28]([NH:31][CH:23]([P:1](=[O:2])([O:9][C:10]1[CH:11]=[CH:12][CH:13]=[CH:14][CH:15]=1)[O:16][C:17]1[CH:18]=[CH:19][CH:20]=[CH:21][CH:22]=1)[CH2:24][CH3:25])(=[O:30])=[O:29]. Procedure details: When a mixture of 0.3 mole each of triphenyl phosphite, propionaldehyde, and methanesulfonamide in 150 g of chlorobenzene is stirred and warmed under nitrogen, heat of reaction is observed at about 100° C., and cooling is used for a few minutes to keep the temperature below 110° C., and cooling is used for a few minutes to keep the temperature below 110°. Warming is continued at 100°-110° for 2 hrs, and then the reaction mixture is stirred as it cools to room temperature, resulting in formation ...